This data is from the Open Reaction Database (ORD), a public repository of structured organic reaction records. The task is: describe an organic reaction: reactants, conditions, products, and yield Reactants: CCn1c(=O)ccc2cnc(S(C)=O)nc21, Nc1cccc(F)c1. Product: CCn1c(=O)ccc2cnc(Nc3cccc(F)c3)nc21. As a reaction SMILES: [CH2:1]([CH3:2])[n:3]1[c:4](=[O:16])[cH:5][cH:6][c:7]2[c:8]1[n:9][c:10]([S:13]([CH3:14])=[O:15])[n:11][cH:12]2.[NH2:17][c:18]1[cH:19][cH:20][cH:21][c:22]([F:23])[cH:24]1>>[CH2:1]([CH3:2])[n:3]1[c:4](=[O:16])[cH:5][cH:6][c:7]2[c:8]1[n:9][c:10]([NH:17][c:18]1[cH:19][cH:20][cH:21][c:22]([F:23])[cH:24]1)[n:11][cH:12]2.